From a dataset of the Open Reaction Database (ORD), a public repository of structured organic reaction records. describe an organic reaction: reactants, conditions, products, and yield The reactants are C(#N)C=1OC2=C(C(C1)=O)C=CC(=C2)COC2=CC(=CC=C2)OCC2=NC1=CC=CC=C1C=C2 (2-cyano-7-(3-(quinolin-2-ylmethoxy)phenoxymethyl)-4-oxo-4H-1-benzopyran), O (water), [N-]=[N+]=[N-].[Na+] (sodium azide), [Cl-].[NH+]1=CC=CC=C1 (pyridinium chloride). The solvent is CN(C=O)C (dimethylformamide). Run at temperature 100 celsius. The product is N1=C(C=CC2=CC=CC=C12)COC=1C=C(OCC2=CC3=C(C(C=C(O3)C3=NN=NN3)=O)C=C2)C=CC1 (5-(7-(3-(quinolin-2-ylmethoxy)phenoxymethyl)-4-oxo-4H-1-benzopyran-2-yl)tetrazole). RXN SMILES: [C:1]([C:3]1[O:4][C:5]2[CH:13]=[C:12]([CH2:14][O:15][C:16]3[CH:21]=[CH:20][CH:19]=[C:18]([O:22][CH2:23][C:24]4[CH:33]=[CH:32][C:31]5[C:26](=[CH:27][CH:28]=[CH:29][CH:30]=5)[N:25]=4)[CH:17]=3)[CH:11]=[CH:10][C:6]=2[C:7](=[O:9])[CH:8]=1)#[N:2].[N-:34]=[N+:35]=[N-:36].[Na+].[Cl-].[NH+]1C=CC=CC=1.O>CN(C)C=O>[N:25]1[C:26]2[C:31](=[CH:30][CH:29]=[CH:28][CH:27]=2)[CH:32]=[CH:33][C:24]=1[CH2:23][O:22][C:18]1[CH:17]=[C:16]([CH:21]=[CH:20][CH:19]=1)[O:15][CH2:14][C:12]1[CH:11]=[CH:10][C:6]2[C:7](=[O:9])[CH:8]=[C:3]([C:1]3[NH:36][N:35]=[N:34][N:2]=3)[O:4][C:5]=2[CH:13]=1 |f:1.2,3.4|. Procedure details: 0.72 g of 2-cyano-7-(3-(quinolin-2-ylmethoxy)phenoxymethyl)-4-oxo-4H-1-benzopyran, 0.54 g of sodium azide and 0.96 g pyridinium chloride are combined in 20 ml of dimethylformamide and heated for 3 hours at 100° C. The mixture is poured into water and the precipitate filtered off. This crude product is recrystallized from dimethylformamide to give 5-(7-(3-(quinolin-2-ylmethoxy)phenoxymethyl)-4-oxo-4H-1-benzopyran-2-yl)tetrazole; m.p. 246° C. The reactants are [BH3-]C#N, CC1CN(c2ccc(C#N)cc2)CC(C)N1, ClCCl, Cl, [Na+], [Na+], O=C([O-])O. The product is CC1CN(c2ccc(C#N)cc2)CC(C)N1C, Cl. Reaction SMILES: [C:18]([BH3-:19])#[N:20].[CH3:2][CH:3]1[CH2:4][N:5]([c:10]2[cH:11][cH:12][c:13]([C:14]#[N:15])[cH:16][cH:17]2)[CH2:6][CH:7]([CH3:9])[NH:8]1.[Cl:27][CH2:28][Cl:29].[ClH:1].[Na+:21].[Na+:26].[O-:22][C:23]([OH:24])=[O:25]>>[CH3:2][CH:3]1[CH2:4][N:5]([c:10]2[cH:11][cH:12][c:13]([C:14]#[N:15])[cH:16][cH:17]2)[CH2:6][CH:7]([CH3:9])[N:8]1[CH3:18].[ClH:1]. Reactants: ClC1=CC=C(C=C1)C(C(C)N)CC=1C=C(C(=CC1)F)C1=CC=CC=C1 ((1RS, 2RS)-2-(4-chlorophenyl)-3-(6-fluoro-3-biphenylyl)-1-methylpropylamine), ClC1=CC=C(C=C1)CC(C(C)N)C1=CC=C(C=C1)C=1OC=CC1 ((1RS, 2RS)-3-(4-chlorophenyl)-2-{4-(2-furyl)phenyl}-1-methylpropylamine), C(CCC)[Sn](C1=CSC=C1)(CCCC)CCCC (tributyl(3-thienyl)tin), C1(=CC(=CC=C1)CC(C(C)N)C1=CC=C(C=C1)Cl)C1=CC=CC=C1 ((1RS, 2RS)-3-(3-biphenylyl)-2-(4-chlorophenyl)-1-methylpropylamine), ClC1=CC=C(C=C1)C(C(C)N)CC1=CC(=CC=C1)C1=CC2=CC=CC=C2C=C1 ((1RS, 2RS)-2-(4-chlorophenyl)-1-methyl-3-[3-(2naphthyl)phenyl]propylamine), ClC1=CC=C(C=C1)C1=CC=C(C=C1)C(C(C)N)CC1=CC=C(C=C1)Cl ((1RS, 2RS)-2-(4'-chloro-4-biphenylyl)-3-(4-chlorophenyl)-1-methylpropylamine), ClC1=CC=C(C=C1)C1=CC=C(C=C1)CC(C(C)N)C1=CC=C(C=C1)Cl ((1RS, 2RS)-3-(4'-chloro-4-biphenylyl)-2-(4-chlorophenyl)-1-methylpropylamine), C1(=CC(=CC=C1)C(C(C)N)CC1=CC=C(C=C1)Cl)C1=CC=CC=C1 ((1RS, 2RS)-2-(3-biphenylyl)-3-(4-chlorophenyl)-1-methylpropylamine), ClC1=CC=C(C=C1)CC(C(C)N)C1=CC=C(C=C1)C1=CC2=C(C=C1)OCO2 ((1RS, 2RS)-3-(4-chlorophenyl)-1-methyl-2-(3', 4'-methylenedioxy-4-biphenylyl)propylamine), ClC1=CC=C(C=C1)CC(C(C)N)C1=CC=C(C=C1)C1=CC2=CC=CC=C2C=C1 ((1RS, 2RS)-3-(4-chlorophenyl)-1-methyl-2-{4-(2naphthyl)phenyl}propylamine), C1(=CC=CC=C1)Br (phenyl bromide), aromatic stannane, ClC=1C=C(C=CC1)C1=CC=C(C=C1)C(C(C)N)CC1=CC=C(C=C1)Cl ((1RS, 2RS)-2-(3'-chloro-4-biphenylyl)-3-(4-chlorophenyl)-1-methylpropylamine), BrC1=CC=C(C=C1)C(C(C)N1C(C=2C(C1=O)=CC=CC2)=O)CC2=CC=C(C=C2)Cl (N-{(1RS, 2RS)-2-(4-bromophenyl)-3-(4-chlorophenyl)-1-methylpropyl}phthalimide), ClC1=CC=C(C=C1)CC(C(C)N)C1=CC=C(C=C1)C=1C=NC=CC1 ((1RS, 2RS)-3-(4-chlorophenyl)-1-methyl-2-{4-(3-pyridyl)phenyl}propylamine). Yields the product ClC1=CC=C(C=C1)CC(C(C)N)C1=CC=C(C=C1)C1=CSC=C1 ((1RS, 2RS)-3-(4-chlorophenyl)-1-methyl-2-[4-(3-thienyl)phenyl]propylamine). Reaction SMILES: [C:1]1(Br)[CH:6]=[CH:5][CH:4]=[CH:3][CH:2]=1.Br[C:9]1[CH:14]=[CH:13][C:12]([CH:15]([CH2:29]C2C=CC(Cl)=CC=2)[CH:16]([N:18]2C(=O)C3=CC=CC=C3C2=O)[CH3:17])=[CH:11][CH:10]=1.C([Sn](CCCC)(CCCC)[C:42]1[CH:46]=[CH:45][S:44][CH:43]=1)CCC.[Cl:55]C1C=CC(C2C=CC(C(CC3C=CC(Cl)=CC=3)C(N)C)=CC=2)=CC=1.ClC1C=CC(CC(C2C=CC(C3C=NC=CC=3)=CC=2)C(N)C)=CC=1.ClC1C=C(C2C=CC(C(CC3C=CC(Cl)=CC=3)C(N)C)=CC=2)C=CC=1.C1(C2C=CC=CC=2)C=CC=C(C(CC2C=CC(Cl)=CC=2)C(N)C)C=1.ClC1C=CC(CC(C2C=CC(C3C=CC4C(=CC=CC=4)C=3)=CC=2)C(N)C)=CC=1.ClC1C=CC(CC(C2C=CC(C3OC=CC=3)=CC=2)C(N)C)=CC=1.ClC1C=CC(CC(C2C=CC(C3C=CC4OCOC=4C=3)=CC=2)C(N)C)=CC=1.C1(C2C=CC=CC=2)C=CC=C(CC(C2C=CC(Cl)=CC=2)C(N)C)C=1.ClC1C=CC(C2C=CC(CC(C3C=CC(Cl)=CC=3)C(N)C)=CC=2)=CC=1.ClC1C=CC(C(CC2C=C(C3C=CC=CC=3)C(F)=CC=2)C(N)C)=CC=1.ClC1C=CC(C(CC2C=CC=C(C3C=CC4C(=CC=CC=4)C=3)C=2)C(N)C)=CC=1>>[Cl:55][C:1]1[CH:6]=[CH:5][C:4]([CH2:29][CH:15]([C:12]2[CH:11]=[CH:10][C:9]([C:42]3[CH:46]=[CH:45][S:44][CH:43]=3)=[CH:14][CH:13]=2)[CH:16]([NH2:18])[CH3:17])=[CH:3][CH:2]=1. Procedure: The following compounds were prepared in the same manner as in Example 117 using the corresponding phenyl bromide derivatives and/or aromatic stannane derivatives instead of N-{(1RS, 2RS)-2-(4-bromophenyl)-3-(4-chlorophenyl)-1-methylpropyl}phthalimide and/or tributyl(3-thienyl)tin used in the above reaction: (1RS, 2RS)-2-(4'-chloro-4-biphenylyl)-3-(4-chlorophenyl)-1-methylpropylamine, (1RS, 2RS)-3-(4-chlorophenyl)-1-methyl-2-{4-(3-pyridyl)phenyl}propylamine, (1RS, 2RS)-2-(3'-chloro-4-biphenylyl)... Reactants: CO, C(=NC1CCCCC1)=NC1CCCCC1, Nc1ccccc1COCC(=O)O. The product is O=C1COCc2ccccc2N1. Reaction SMILES: [CH3:29][OH:30].[CH:14]1([N:15]=[C:16]=[N:17][CH:18]2[CH2:19][CH2:20][CH2:21][CH2:22][CH2:23]2)[CH2:24][CH2:25][CH2:26][CH2:27][CH2:28]1.[NH2:1][c:2]1[c:3]([CH2:4][O:5][CH2:6][C:7](=[O:8])[OH:9])[cH:10][cH:11][cH:12][cH:13]1>>[NH:1]1[c:2]2[c:3]([cH:10][cH:11][cH:12][cH:13]2)[CH2:4][O:5][CH2:6][C:7]1=[O:8]. The reactants are CCn1c(C)nc2c(OCc3ccccc3)cccc21, CCOC(C)=O. The product is CCn1c(C)nc2c(O)cccc21. RXN SMILES: [CH2:1]([c:2]1[cH:3][cH:4][cH:5][cH:6][cH:7]1)[O:8][c:9]1[cH:10][cH:11][cH:12][c:13]2[n:14]([CH2:19][CH3:20])[c:15]([CH3:18])[n:16][c:17]12.[CH3:21][CH2:22][O:23][C:24](=[O:25])[CH3:26]>>[OH:8][c:9]1[cH:10][cH:11][cH:12][c:13]2[n:14]([CH2:19][CH3:20])[c:15]([CH3:18])[n:16][c:17]12. Reactants: FC=1C=CC(=C(C1)CCN)OC (2-(5-fluoro-2-methoxyphenyl)ethylamine), C(=O)C1=CC=C(C(=O)OC)C=C1 (methyl 4-formylbenzoate). The solvent is C(C)O (ethanol). The product is FC=1C=CC(=C(C1)CCN=CC1=CC=C(C(=O)OC)C=C1)OC (Methyl 4-({[2-(5-fluoro-2-methoxyphenyl)ethyl]imino}methyl)benzoate). As a reaction SMILES: [F:1][C:2]1[CH:3]=[CH:4][C:5]([O:11][CH3:12])=[C:6]([CH2:8][CH2:9][NH2:10])[CH:7]=1.[CH:13]([C:15]1[CH:24]=[CH:23][C:18]([C:19]([O:21][CH3:22])=[O:20])=[CH:17][CH:16]=1)=O>C(O)C>[F:1][C:2]1[CH:3]=[CH:4][C:5]([O:11][CH3:12])=[C:6]([CH2:8][CH2:9][N:10]=[CH:13][C:15]2[CH:24]=[CH:23][C:18]([C:19]([O:21][CH3:22])=[O:20])=[CH:17][CH:16]=2)[CH:7]=1. Procedure details: 9.00 g (53 mmol) of 2-(5-fluoro-2-methoxyphenyl)ethylamine and 8.73 g (53 mmol) of methyl 4-formylbenzoate are dissolved in 450 ml of ethanol, the mixture is heated at reflux for 2 hours and the solvents are then evaporated under reduced pressure. Reactants: [BH4-].[Na+] (NaBH4), C1(=CC(=CC(=C1)C(=O)OC)C(=O)OC)C(=O)OC (Trimethyl 1,3,5-benzenetricarboxylate), CO (MeOH). Solvent: C1CCOC1 (THF), C1CCOC1 (THF). Yields the product OCC=1C=C(C=C(C(=O)OC)C1)C(=O)OC (dimethyl 5-hydroxymethylisophthalate). Isolated yield 61.2%. Reaction SMILES: [C:1]1([C:15]([O:17][CH3:18])=[O:16])[CH:6]=[C:5]([C:7]([O:9][CH3:10])=[O:8])[CH:4]=[C:3]([C:11](OC)=[O:12])[CH:2]=1.[BH4-].[Na+].CO>C1COCC1>[OH:12][CH2:11][C:3]1[CH:4]=[C:5]([C:7]([O:9][CH3:10])=[O:8])[CH:6]=[C:1]([CH:2]=1)[C:15]([O:17][CH3:18])=[O:16] |f:1.2|. Procedure details: Trimethyl 1,3,5-benzenetricarboxylate (5.02 g, 19.9 mmol) was dissolved in THF (15 mL). The air was evacuated from the reaction system, and then Ar was charged therein. To the solution were added NaBH4 (901 mg, 23.8 mmol), and then a mixed solution of THF:MeOH (12.5 mL:3.7 mL) slowly dropwise. The reaction mixture was refluxed for 30 minutes. TLC was used to confirm the progress of the reaction. Then, the reaction was quenched with HCl (1 N, 20 mL). The mixture was extracted with EtOAc. The orga... Starting materials: CC(C)(C)[Si](C)(C)Cl, OC1C=CCCC1, ClCCl, c1ccncc1. Yields the product CC(C)(C)[Si](C)(C)OC1C=CCCC1. RXN SMILES: [C:7]([CH3:8])([CH3:9])([CH3:10])[Si:11]([CH3:12])([CH3:13])[Cl:14].[CH:15]1([OH:21])[CH:16]=[CH:17][CH2:18][CH2:19][CH2:20]1.[Cl:22][CH2:23][Cl:24].[cH:1]1[cH:2][cH:3][n:4][cH:5][cH:6]1>>[C:7]([CH3:8])([CH3:9])([CH3:10])[Si:11]([CH3:12])([CH3:13])[O:21][CH:15]1[CH:16]=[CH:17][CH2:18][CH2:19][CH2:20]1.